From a dataset of the Open Reaction Database (ORD), a public repository of structured organic reaction records. describe an organic reaction: reactants, conditions, products, and yield Reactants: Cc1c(CCC(=O)O)c[nH]c1C=O, C1CCNCC1, Cc1ccc2c(c1)CC(=O)N2, CCO. RXN SMILES: [C:1](=[O:2])([OH:3])[CH2:4][CH2:5][c:6]1[c:7]([CH3:13])[c:8]([CH:11]=[O:12])[nH:9][cH:10]1.[CH2:25]1[CH2:26][CH2:27][NH:28][CH2:29][CH2:30]1.[CH3:14][c:15]1[cH:16][c:17]2[c:21]([cH:22][cH:23]1)[NH:20][C:19](=[O:24])[CH2:18]2.[CH3:31][CH2:32][OH:33]>>[C:1](=[O:2])([OH:3])[CH2:4][CH2:5][c:6]1[c:7]([CH3:13])[c:8]([CH:11]=[C:18]2[c:17]3[cH:16][c:15]([CH3:14])[cH:23][cH:22][c:21]3[NH:20][C:19]2=[O:24])[nH:9][cH:10]1. Product: Cc1ccc2c(c1)C(=Cc1[nH]cc(CCC(=O)O)c1C)C(=O)N2. Starting materials: COC(=O)c1ccc(CBr)nc1, O=C([O-])[O-], CC(C)(C)OC(=O)c1cc(-c2ccc(Cl)c(Cl)c2)n[nH]1, [Cs+], [Cs+], CN(C)C=O. The product is COC(=O)c1ccc(Cn2nc(-c3ccc(Cl)c(Cl)c3)cc2C(=O)OC(C)(C)C)nc1. Reaction SMILES: [Br:21][CH2:22][c:23]1[n:24][cH:25][c:26]([C:27](=[O:28])[O:29][CH3:30])[cH:31][cH:32]1.[C:33](=[O:34])([O-:35])[O-:36].[Cl:1][c:2]1[cH:3][c:4](-[c:9]2[n:10][nH:11][c:12]([C:14](=[O:15])[O:16][C:17]([CH3:18])([CH3:19])[CH3:20])[cH:13]2)[cH:5][cH:6][c:7]1[Cl:8].[Cs+:37].[Cs+:38].[O:39]=[CH:40][N:41]([CH3:42])[CH3:43]>>[Cl:1][c:2]1[cH:3][c:4](-[c:9]2[n:10][n:11]([CH2:22][c:23]3[n:24][cH:25][c:26]([C:27](=[O:28])[O:29][CH3:30])[cH:31][cH:32]3)[c:12]([C:14](=[O:15])[O:16][C:17]([CH3:18])([CH3:19])[CH3:20])[cH:13]2)[cH:5][cH:6][c:7]1[Cl:8]. Starting materials: ON=C1CCCC1 (hydroxyiminocyclopentane), C(CCC)[Li] (n-butyllithium), [OH-].[Na+] (sodium hydroxide), ICC1=CC=C(C=C1)C(C(=O)OCC)C (ethyl 2-(4-iodomethylphenyl)propionate), ice water, Cl (hydrochloric acid). Solvent: O1CCCC1 (tetrahydrofuran), CCCCCC (n-hexane), CO (methanol), O1CCCC1 (tetrahydrofuran), CO (methanol), O (water). Reaction conditions: time 30 minute. Product: ON=C1C(CCC1)CC1=CC=C(C=C1)C(C(=O)O)C (2-[4-(2-Hydroxyiminocyclopentan-1-ylmethyl)phenyl]propionic Acid). The yield is 56.8%. Reaction SMILES: [OH:1][N:2]=[C:3]1[CH2:7][CH2:6][CH2:5][CH2:4]1.C([Li])CCC.I[CH2:14][C:15]1[CH:20]=[CH:19][C:18]([CH:21]([CH3:27])[C:22]([O:24]CC)=[O:23])=[CH:17][CH:16]=1.Cl.[OH-].[Na+]>O1CCCC1.CO.O.CCCCCC>[OH:1][N:2]=[C:3]1[CH2:7][CH2:6][CH2:5][CH:4]1[CH2:14][C:15]1[CH:16]=[CH:17][C:18]([CH:21]([CH3:27])[C:22]([OH:24])=[O:23])=[CH:19][CH:20]=1 |f:4.5|. Procedure details: To a solution of 2.0 g of hydroxyiminocyclopentane in 30 ml of tetrahydrofuran was added 28 ml of 15% n-hexane solution of n-butyllithium at room temperature. After the mixture was stirred for 30 minutes at the same temperature, a solution of 6.0 g of ethyl 2-(4-iodomethylphenyl)propionate in 20 ml of tetrahydrofuran was added and stirring was continued for further 10 minutes at room temperature. The reaction mixture was poured into a mixture of 80 ml of ice-water and 20 ml of concentrated hydro... The reactants are Cl (hydrochloric acid), C([O-])([O-])=O.[K+].[K+] (potassium carbonate), BrC(C(=O)O)Br (dibromoacetic acid), C(C)N1N=CC=C1C(=O)C1=C(C(=C(C(=C1)O)O)Cl)Cl ((1-ethylpyrazol-5-yl)-(2,3-dichloro-4,5-dihydroxyphenyl)-methanone). Run in CN(C=O)C (dimethylformamide), O (water). Reaction conditions: temperature 80 celsius, time 5 hour. Yields the product ClC1=C(C(=CC=2OC(OC21)C(=O)O)C(=O)C2=CC=NN2CC)Cl (4,5-dichloro-6-(1-ethyl-5-pyrazolylcarbonyl)-1,3-benzodioxole-2-carboxylic acid). Isolated yield 38.1%. Reaction SMILES: C(=O)([O-])[O-].[K+].[K+].Br[CH:8](Br)[C:9]([OH:11])=[O:10].[CH2:13]([N:15]1[C:19]([C:20]([C:22]2[CH:27]=[C:26]([OH:28])[C:25]([OH:29])=[C:24]([Cl:30])[C:23]=2[Cl:31])=[O:21])=[CH:18][CH:17]=[N:16]1)[CH3:14].Cl>CN(C)C=O.O>[Cl:30][C:24]1[C:25]2[O:29][CH:8]([C:9]([OH:11])=[O:10])[O:28][C:26]=2[CH:27]=[C:22]([C:20]([C:19]2[N:15]([CH2:13][CH3:14])[N:16]=[CH:17][CH:18]=2)=[O:21])[C:23]=1[Cl:31] |f:0.1.2|. Procedure details: 6.9 g of potassium carbonate and 2.83 g of dibromoacetic acid are added to a solution of 3.01 g of (1-ethylpyrazol-5-yl)-(2,3-dichloro-4,5-dihydroxyphenyl)-methanone in 30 ml of dimethylformamide and the mixture is stirred at 80° C. for 5 hours. After cooling the reaction mixture, water is added thereto and the mixture is adjusted to pH 1 by addition of 6N hydrochloric acid. The resultant crystals are collected by filtration, washed with water and recrystallized from dimethylformamide-water to g... Reactants: Nc1ccc(Br)cc1, ClCCl, CCN(C(C)C)C(C)C, O=C(Cl)c1ccc(Cl)c([N+](=O)[O-])c1. Yields the product O=C(Nc1ccc(Br)cc1)c1ccc(Cl)c([N+](=O)[O-])c1. As a reaction SMILES: [Br:1][c:2]1[cH:3][cH:4][c:5]([NH2:6])[cH:7][cH:8]1.[CH2:31]([Cl:32])[Cl:33].[CH:22]([N:23]([CH2:24][CH3:25])[CH:26]([CH3:27])[CH3:28])([CH3:29])[CH3:30].[Cl:9][c:10]1[c:11]([N+:19](=[O:20])[O-:21])[cH:12][c:13]([C:14](=[O:15])[Cl:16])[cH:17][cH:18]1>>[Br:1][c:2]1[cH:3][cH:4][c:5]([NH:6][C:14]([c:13]2[cH:12][c:11]([N+:19](=[O:20])[O-:21])[c:10]([Cl:9])[cH:18][cH:17]2)=[O:15])[cH:7][cH:8]1. The reactants are C(CCCCCCC)C1OC2=CC=C(C=C2C1)B(O)O (2-octylcoumaran-5-boronic acid), C([O-])([O-])=O.[Na+].[Na+] (sodium carbonate), ClC1=NC=C(C=N1)CCCCCCCCCC (2-chloro-5-decylpyrimidine), C1=CC=CC=C1 (benzene). Reagents/catalysts: [Pd].C1(=CC=CC=C1)P(C1=CC=CC=C1)C1=CC=CC=C1.C1(=CC=CC=C1)P(C1=CC=CC=C1)C1=CC=CC=C1.C1(=CC=CC=C1)P(C1=CC=CC=C1)C1=CC=CC=C1.C1(=CC=CC=C1)P(C1=CC=CC=C1)C1=CC=CC=C1 (tetrakis(triphenylphosphine) palladium (0)). Run in O (water). The product is C(CCCCCCCCC)C=1C=NC(=NC1)C=1C=C2CC(OC2=CC1)CCCCCCCC (5-(5-decylpyrimidine-2-yl)-2-octylcoumaran). Yield: 23.9%. RXN SMILES: [CH2:1]([CH:9]1[CH2:17][C:16]2[C:11](=[CH:12][CH:13]=[C:14](B(O)O)[CH:15]=2)[O:10]1)[CH2:2][CH2:3][CH2:4][CH2:5][CH2:6][CH2:7][CH3:8].Cl[C:22]1[N:27]=[CH:26][C:25]([CH2:28][CH2:29][CH2:30][CH2:31][CH2:32][CH2:33][CH2:34][CH2:35][CH2:36][CH3:37])=[CH:24][N:23]=1.C1C=CC=CC=1.C(=O)([O-])[O-].[Na+].[Na+]>[Pd].C1(P(C2C=CC=CC=2)C2C=CC=CC=2)C=CC=CC=1.C1(P(C2C=CC=CC=2)C2C=CC=CC=2)C=CC=CC=1.C1(P(C2C=CC=CC=2)C2C=CC=CC=2)C=CC=CC=1.C1(P(C2C=CC=CC=2)C2C=CC=CC=2)C=CC=CC=1.O>[CH2:28]([C:25]1[CH:24]=[N:23][C:22]([C:14]2[CH:15]=[C:16]3[C:11](=[CH:12][CH:13]=2)[O:10][CH:9]([CH2:1][CH2:2][CH2:3][CH2:4][CH2:5][CH2:6][CH2:7][CH3:8])[CH2:17]3)=[N:27][CH:26]=1)[CH2:29][CH2:30][CH2:31][CH2:32][CH2:33][CH2:34][CH2:35][CH2:36][CH3:37] |f:3.4.5,6.7.8.9.10|. Procedure: Under nitrogen atmosphere, 0.30 g (1.09 mM) of 2-octylcoumaran-5-boronic acid, 0.26 g (1.02 mM) of 2-chloro-5-decylpyrimidine and 1.5 ml of benzene were placed in a 20 ml-round-bottomed flask. Under stirring, 0.06 g of tetrakis(triphenylphosphine) palladium (0) and 1.5 ml of a 2M-sodium carbonate aqueous solution were added to the mixture, followed by refluxing for 5.5 hours. After the reaction, the reaction mixture was poured into water and subjected to extraction with ethyl acetate. The organi... The reactants are Cc1cc(N2CCN(C(=O)OC(C)(C)C)CC2)c2oc(C(N)=O)c(Cc3ccccc3)c2c1, CI, [H-], [Na+], CN(C)C=O. Yields the product CNC(=O)c1oc2c(N3CCN(C(=O)OC(C)(C)C)CC3)cc(C)cc2c1Cc1ccccc1. As a reaction SMILES: [C:1]([CH3:2])([CH3:3])([CH3:4])[O:5][C:6](=[O:7])[N:8]1[CH2:9][CH2:10][N:11]([c:14]2[cH:15][c:16]([CH3:33])[cH:17][c:18]3[c:19]([CH2:26][c:27]4[cH:28][cH:29][cH:30][cH:31][cH:32]4)[c:20]([C:23]([NH2:24])=[O:25])[o:21][c:22]23)[CH2:12][CH2:13]1.[CH3:36][I:37].[H-:34].[Na+:35].[O:38]=[CH:39][N:40]([CH3:41])[CH3:42]>>[C:1]([CH3:2])([CH3:3])([CH3:4])[O:5][C:6](=[O:7])[N:8]1[CH2:9][CH2:10][N:11]([c:14]2[cH:15][c:16]([CH3:33])[cH:17][c:18]3[c:19]([CH2:26][c:27]4[cH:28][cH:29][cH:30][cH:31][cH:32]4)[c:20]([C:23]([NH:24][CH3:36])=[O:25])[o:21][c:22]23)[CH2:12][CH2:13]1. Reactants: CC(=O)[O-], CCO, Cl, NO, [Na+], CC(c1ccccc1)N1CCOC(c2ccc(C=O)cc2)C1. The product is CC(c1ccccc1)N1CCOC(c2ccc(C#N)cc2)C1. Reaction SMILES: [CH3:24][C:25](=[O:26])[O-:27].[CH3:31][CH2:32][OH:33].[ClH:28].[NH2:29][OH:30].[Na+:23].[c:1]1([CH:7]([CH3:8])[N:9]2[CH2:10][CH:11]([c:15]3[cH:16][cH:17][c:18]([CH:19]=[O:20])[cH:21][cH:22]3)[O:12][CH2:13][CH2:14]2)[cH:2][cH:3][cH:4][cH:5][cH:6]1>>[c:1]1([CH:7]([CH3:8])[N:9]2[CH2:10][CH:11]([c:15]3[cH:16][cH:17][c:18]([C:19]#[N:29])[cH:21][cH:22]3)[O:12][CH2:13][CH2:14]2)[cH:2][cH:3][cH:4][cH:5][cH:6]1. Reactants: C(C)OC(CC1(C2=C(C=CC3=C1C=CC=C3)C=CC=C2)O)=O (5-hydroxy-dibenzo[a,d]cyclohepten-5-acetic acid ethyl ester), NN (hydrazine). Conditions: time 2 hour. Product: OC1(C2=C(C=CC3=C1C=CC=C3)C=CC=C2)CC(=O)NN (5-hydroxy-dibenzo[a,d]cyclohepten-5-acetic acid hydrazide). As a reaction SMILES: C([O:3][C:4](=O)[CH2:5][C:6]1([OH:21])[C:12]2[CH:13]=[CH:14][CH:15]=[CH:16][C:11]=2[CH:10]=[CH:9][C:8]2[CH:17]=[CH:18][CH:19]=[CH:20][C:7]1=2)C.[NH2:23][NH2:24]>>[OH:21][C:6]1([CH2:5][C:4]([NH:23][NH2:24])=[O:3])[C:12]2[CH:13]=[CH:14][CH:15]=[CH:16][C:11]=2[CH:10]=[CH:9][C:8]2[CH:17]=[CH:18][CH:19]=[CH:20][C:7]1=2. Reported procedure: A mixture of 4.0 g. of 5-hydroxy-dibenzo[a,d]cyclohepten-5-acetic acid ethyl ester and 8 ml. of anhydrous hydrazine is warmed with stirring at temperature of 80°-85° C. for 2 hours, and then allowed to stand at room temperature for 19 hours. The resulting mixture is evaporated to dryness in high vacuum at 100° C., the residue dissolved in hot ethanol, treated with charcoal and crystallized to obtain 5-hydroxy-dibenzo[a,d]cyclohepten-5-acetic acid hydrazide, m.p. 192°-194° C.